From a dataset of the Open Reaction Database (ORD), a public repository of structured organic reaction records. describe an organic reaction: reactants, conditions, products, and yield Starting materials: CCO, [Ca+2], [Cl-], [Cl-], [Fe], CCCn1cnnc1CSc1ccc([N+](=O)[O-])cn1. Yields the product CCCn1cnnc1CSc1ccc(N)cn1. RXN SMILES: [CH3:24][CH2:25][OH:26].[Ca+2:22].[Cl-:20].[Cl-:21].[Fe:23].[N+:1]([O-:2])(=[O:3])[c:4]1[cH:5][cH:6][c:7]([S:10][CH2:11][c:12]2[n:13][n:14][cH:15][n:16]2[CH2:17][CH2:18][CH3:19])[n:8][cH:9]1>>[NH2:1][c:4]1[cH:5][cH:6][c:7]([S:10][CH2:11][c:12]2[n:13][n:14][cH:15][n:16]2[CH2:17][CH2:18][CH3:19])[n:8][cH:9]1. Reaction SMILES: [CH3:44][OH:45].[Na+:42].[O:1]=[C:2]1[O:3][CH:4]([c:28]2[cH:29][cH:30][c:31]([O:34][c:35]3[cH:36][n:37][cH:38][cH:39][cH:40]3)[cH:32][cH:33]2)[CH:5]([CH2:14][c:15]2[cH:16][c:17]([O:21][C:22]([CH:23]([F:24])[F:25])([F:26])[F:27])[cH:18][cH:19][cH:20]2)[N:6]1[C:7](=[O:8])[O:9][C:10]([CH3:11])([CH3:12])[CH3:13].[OH-:41].[OH2:43]>>[OH:3][CH:4]([CH:5]([NH:6][C:7](=[O:8])[O:9][C:10]([CH3:11])([CH3:12])[CH3:13])[CH2:14][c:15]1[cH:16][c:17]([O:21][C:22]([CH:23]([F:24])[F:25])([F:26])[F:27])[cH:18][cH:19][cH:20]1)[c:28]1[cH:29][cH:30][c:31]([O:34][c:35]2[cH:36][n:37][cH:38][cH:39][cH:40]2)[cH:32][cH:33]1. Reactants: CO, [Na+], CC(C)(C)OC(=O)N1C(=O)OC(c2ccc(Oc3cccnc3)cc2)C1Cc1cccc(OC(F)(F)C(F)F)c1, [OH-], O. Product: CC(C)(C)OC(=O)NC(Cc1cccc(OC(F)(F)C(F)F)c1)C(O)c1ccc(Oc2cccnc2)cc1. Starting materials: C(C)(C)(C)OC(=O)N1[C@H](C[C@H](C1)OC(C)=O)C(NCC1=CC=C(C=C1)Cl)=O ((2R,4R)-tert-butyl-2-((4-chlorobenzyl)carbamoyl)-4-acetoxypyrrolidine-1-carboxylate), COC=1C=CC(=CC1)P2(=S)SP(=S)(S2)C=3C=CC(=CC3)OC (Lawesson's reagent), [OH-].[Na+] (NaOH). Run in CCOC(=O)C (EtOAc), C1(=CC=CC=C1)C (toluene). Product: C(C)(C)(C)OC(=O)N1[C@H](C[C@H](C1)OC(C)=O)C(NCC1=CC=C(C=C1)Cl)=S ((2R,4R)-tert-butyl-2-((4-chlorobenzyl)carbamothioyl)-4-acetoxypyrrolidine-1-carboxylate). Isolated yield 84.6%. RXN SMILES: [C:1]([O:5][C:6]([N:8]1[CH2:12][C@H:11]([O:13][C:14](=[O:16])[CH3:15])[CH2:10][C@@H:9]1[C:17](=O)[NH:18][CH2:19][C:20]1[CH:25]=[CH:24][C:23]([Cl:26])=[CH:22][CH:21]=1)=[O:7])([CH3:4])([CH3:3])[CH3:2].COC1C=CC(P2(SP(C3C=CC(OC)=CC=3)(=S)S2)=[S:37])=CC=1.[OH-].[Na+]>C1(C)C=CC=CC=1.CCOC(C)=O>[C:1]([O:5][C:6]([N:8]1[CH2:12][C@H:11]([O:13][C:14](=[O:16])[CH3:15])[CH2:10][C@@H:9]1[C:17](=[S:37])[NH:18][CH2:19][C:20]1[CH:25]=[CH:24][C:23]([Cl:26])=[CH:22][CH:21]=1)=[O:7])([CH3:4])([CH3:3])[CH3:2] |f:2.3|. Procedure: A mixture of purified (2R,4R)-tert-butyl-2-((4-chlorobenzyl)carbamoyl)-4-acetoxypyrrolidine-1-carboxylate from Step B (4.1 g, 10.3 mmol) and Lawesson's reagent (2.1 g, 5.15 mmol) in toluene (80 ml) was refluxed for 2 h under argon. The mixture was cooled to room temperature and then diluted with EtOAc (80 ml), treated with 1N NaOH (2×40 ml), dried over Na2SO4 and concentrated in vacuo. Flash chromatography purification (Hex/EtOAc gradient, 10-100% EtOAc) provided the desired product as a foamy w... Reactants: NC1=CC=C(C(=O)O)C=C1 (4-(amino)benzoic acid), C(CC)N1C(=O)N(C=2N=C(NC2C1=O)C1=CC(=NN1C)OCC(=O)O)CCC (2-[5-(1,3-dipropyl-xanthin-8-yl)-1-methyl-pyrazol-3-yl)oxyacetic acid). Yields the product CCCN1C2=N/C(=C\3/C=C(NN3C)OCC(=O)NC4=CC=C(C=C4)C(=O)O)/N=C2C(=O)N(C1=O)CCC (AS95). Reaction SMILES: [NH2:1][C:2]1[CH:10]=[CH:9][C:5]([C:6]([OH:8])=[O:7])=[CH:4][CH:3]=1.[CH2:11]([N:14]1[C:23](=[O:24])[C:22]2[NH:21][C:20]([C:25]3[N:29]([CH3:30])[N:28]=[C:27]([O:31][CH2:32][C:33](O)=[O:34])[CH:26]=3)=[N:19][C:18]=2[N:17]([CH2:36][CH2:37][CH3:38])[C:15]1=[O:16])[CH2:12][CH3:13]>>[CH3:38][CH2:37][CH2:36][N:17]1[C:15](=[O:16])[N:14]([CH2:11][CH2:12][CH3:13])[C:23](=[O:24])[C:22]2[C:18]1=[N:19]/[C:20](/[N:21]=2)=[C:25]1/[CH:26]=[C:27]([O:31][CH2:32][C:33]([NH:1][C:2]2[CH:10]=[CH:9][C:5]([C:6]([OH:8])=[O:7])=[CH:4][CH:3]=2)=[O:34])[NH:28][N:29]/1[CH3:30]. Procedure: Using 4-(amino)benzoic acid and 2-[5-(1,3-dipropyl-xanthin-8-yl)-1-methyl-pyrazol-3-yl)oxyacetic acid (Example 36), according to the method described in Example 36. Reactants: CN1CCCC1=O, Clc1nnc(-c2cccs2)c2sccc12, [K+], [OH-], CC(N)c1ccccc1. The product is CC(Nc1nnc(-c2cccs2)c2sccc12)c1ccccc1. As a reaction SMILES: [CH3:27][N:28]1[CH2:29][CH2:30][CH2:31][C:32]1=[O:33].[Cl:1][c:2]1[c:3]2[c:4]([c:5](-[c:8]3[s:9][cH:10][cH:11][cH:12]3)[n:6][n:7]1)[s:13][cH:14][cH:15]2.[K+:26].[OH-:25].[c:16]1([CH:22]([CH3:23])[NH2:24])[cH:17][cH:18][cH:19][cH:20][cH:21]1>>[c:2]1([NH:24][CH:22]([c:16]2[cH:17][cH:18][cH:19][cH:20][cH:21]2)[CH3:23])[c:3]2[c:4]([c:5](-[c:8]3[s:9][cH:10][cH:11][cH:12]3)[n:6][n:7]1)[s:13][cH:14][cH:15]2. Run in C1CCOC1 (THF). Yields the product C(C1=CC=CC=C1)O[C@@H]1C(O[C@H]([C@@H]([C@H]1OCC1=CC=CC=C1)OCC1=CC=CC=C1)C1=CC(=C(C=C1)Cl)CC1=CC=C(C=C1)OCC)(C)CO ({(3S,4R,5S,6S)-3,4,5-tris-benzyloxy-6-[4-chloro-3-(4-ethoxy-benzyl)-phenyl]-2-methyl-tetrahydro-pyran-2-yl}-methanol). Yield: 108.2%. Reactants: bis-tosylate, C(C1=CC=CC=C1)O[C@@H]1C(O[C@H]([C@@H]([C@H]1OCC1=CC=CC=C1)OCC1=CC=CC=C1)C1=CC(=C(C=C1)Cl)CC1=CC=C(C=C1)OCC)(CO)CO ({(3S,4R,5S,6S)-3,4,5-Tris-benzyloxy-6-[4-chloro-3-(4-ethoxy-benzyl)-phenyl]-2-hydroxymethyl-tetrahydro-pyran-2-yl}-methanol), [H-].[Al+3].[Li+].[H-].[H-].[H-] (lithium aluminum hydride). Conditions: temperature 70 celsius. RXN SMILES: [CH2:1]([O:8][C@H:9]1[C@H:14]([O:15][CH2:16][C:17]2[CH:22]=[CH:21][CH:20]=[CH:19][CH:18]=2)[C@@H:13]([O:23][CH2:24][C:25]2[CH:30]=[CH:29][CH:28]=[CH:27][CH:26]=2)[C@H:12]([C:31]2[CH:36]=[CH:35][C:34]([Cl:37])=[C:33]([CH2:38][C:39]3[CH:44]=[CH:43][C:42]([O:45][CH2:46][CH3:47])=[CH:41][CH:40]=3)[CH:32]=2)[O:11][C:10]1([CH2:50]O)[CH2:48][OH:49])[C:2]1[CH:7]=[CH:6][CH:5]=[CH:4][CH:3]=1.[H-].[Al+3].[Li+].[H-].[H-].[H-]>C1COCC1>[CH2:1]([O:8][C@H:9]1[C@H:14]([O:15][CH2:16][C:17]2[CH:18]=[CH:19][CH:20]=[CH:21][CH:22]=2)[C@@H:13]([O:23][CH2:24][C:25]2[CH:30]=[CH:29][CH:28]=[CH:27][CH:26]=2)[C@H:12]([C:31]2[CH:36]=[CH:35][C:34]([Cl:37])=[C:33]([CH2:38][C:39]3[CH:40]=[CH:41][C:42]([O:45][CH2:46][CH3:47])=[CH:43][CH:44]=3)[CH:32]=2)[O:11][C:10]1([CH2:48][OH:49])[CH3:50])[C:2]1[CH:3]=[CH:4][CH:5]=[CH:6][CH:7]=1 |f:1.2.3.4.5.6|. Procedure details: To a stirred solution of bis-tosylate of {(3S,4R,5S,6S)-3,4,5-Tris-benzyloxy-6-[4-chloro-3-(4-ethoxy-benzyl)-phenyl]-2-hydroxymethyl-tetrahydro-pyran-2-yl}-methanol (250 mg, 0.20 mmol) in dry THF (15 mL) was added lithium aluminum hydride (40 mg, 0.80 mmol) at 0° C. and heated at 70° C. for 16 hour. The excess lithium aluminum hydride was quenched with saturated aqueous sodium sulfate solution and filtered through celite bed. The filtrate was concentrated and purified by using silica gel column ...